The task is: describe an organic reaction: reactants, conditions, products, and yield. This data is from the Open Reaction Database (ORD), a public repository of structured organic reaction records. The reactants are COC=1C=C(CCC=2C=C3C=CNC3=CC2)C=C(C1OC)OC (5-(3,4,5-Trimethoxyphenethyl)-1H-indole), mixture, [BH3-]C#N.[Na+] (NaBH3CN). Run in O1CCCC1 (tetrahydrofuran). Run at time 1 hour. Product: COC=1C=C(CCC=2C=C3CCNC3=CC2)C=C(C1OC)OC (5-(3,4,5-Trimethoxyphenethyl)indoline). Yield: 100.8%. As a reaction SMILES: [CH3:1][O:2][C:3]1[CH:4]=[C:5]([CH:17]=[C:18]([O:22][CH3:23])[C:19]=1[O:20][CH3:21])[CH2:6][CH2:7][C:8]1[CH:9]=[C:10]2[C:14](=[CH:15][CH:16]=1)[NH:13][CH:12]=[CH:11]2.[BH3-]C#N.[Na+]>O1CCCC1>[CH3:1][O:2][C:3]1[CH:4]=[C:5]([CH:17]=[C:18]([O:22][CH3:23])[C:19]=1[O:20][CH3:21])[CH2:6][CH2:7][C:8]1[CH:9]=[C:10]2[C:14](=[CH:15][CH:16]=1)[NH:13][CH2:12][CH2:11]2 |f:1.2|. Procedure: To a solution of the product of Step B (0.12 g; 0.38 mmol) in tetrahydrofuran (THF)/acetic acid 1:1 mixture (6 ml) NaBH3CN (0.1 g; 1.16 mmol) was added at room temperature. After stirring for 1 h the solvents were removed in vacuo and the residue was diluted to 15 ml with Et2O and washed with 1 N NaOH (5 ml), H2O (2×5 ml), brine, dried over anhydrous MgSO4 and filtered. The filtrate was evaporated to dryness under reduced pressure to give the title compound (0.12 g; 100%), which was used in next... Reactants: O=C1NC=NC=C1C(=O)OCC (Ethyl 3,4-dihydro-4-oxopyrimidine-5-carboxylate), Cl (HCl). The solvent is [OH-].[Na+] (NaOH). Reaction conditions: temperature 60 celsius, time 5 minute. Product: O=C1NC=NC=C1C(=O)O (3,4-Dihydro-4-oxopyrimidine-5-carboxylic acid). The yield is 89.3%. Reaction SMILES: [O:1]=[C:2]1[C:7]([C:8]([O:10]CC)=[O:9])=[CH:6][N:5]=[CH:4][NH:3]1.Cl>[OH-].[Na+]>[O:1]=[C:2]1[C:7]([C:8]([OH:10])=[O:9])=[CH:6][N:5]=[CH:4][NH:3]1 |f:2.3|. Procedure details: Ethyl 3,4-dihydro-4-oxopyrimidine-5-carboxylate (K R Huffman, F C Schaefer and G A Peters, J. Org. Chem. (1962) 27, 551-8) (1.68 g) was dissolved in 1N NaOH (23 ml) and heated at 60° C. overnight. After cooling in ice, the solution was acidified to pH2 with 2N HCl, stirred 5 mins and the solid filtered off and dried under vacuum to give title compound (1.25 g). The reactants are [Br-].[Al+3].[Br-].[Br-] (aluminium bromide), ClC=1C=CC(=C(C1)C1C(N(CC1=O)C)=O)OC1=CC=CC=C1 (3-(5-chloro-2-phenoxyphenyl)-1-methylpyrrolidine-2,4-dione), O (water), Cl (hydrochloric acid). Run in ClC1=C(C=CC=C1)Cl (1,2-dichlorobenzene), CCCCCC (Hexane). Reaction conditions: temperature 85 celsius, time 9 hour. Product: ClC1=CC2=C(OC3=C(C4=C2C(N(C4)C)=O)C=CC=C3)C=C1 (11-chloro-2-methyl-2,3-dihydro-1H-dibenzo [2,3:6,7]oxepino[4,5-c]pyrrol-1-one). RXN SMILES: [Br-].[Al+3].[Br-].[Br-].[Cl:5][C:6]1[CH:7]=[CH:8][C:9]([O:20][C:21]2[CH:26]=[CH:25][CH:24]=[CH:23][CH:22]=2)=[C:10]([CH:12]2[C:16](=O)[CH2:15][N:14]([CH3:18])[C:13]2=[O:19])[CH:11]=1.O.Cl>ClC1C=CC=CC=1Cl.CCCCCC>[Cl:5][C:6]1[CH:7]=[CH:8][C:9]2[O:20][C:21]3[CH:26]=[CH:25][CH:24]=[CH:23][C:22]=3[C:16]3[CH2:15][N:14]([CH3:18])[C:13](=[O:19])[C:12]=3[C:10]=2[CH:11]=1 |f:0.1.2.3|. Reported procedure: Anhydrous aluminium bromide (2.5 g) was added to a reaction mixture containing 3-(5-chloro-2-phenoxyphenyl)-1-methylpyrrolidine-2,4-dione (1 g) in 1,2-dichlorobenzene (4 mL) at ambient temperature. The reaction mixture was stirred at about 85° C. for about 9 hours, then cooled to ambient temperature. A mixture of water and concentrated hydrochloric acid (50 mL:5 mL) was added slowly. The contents were stirred for about 30 minutes. Hexane (10 mL) was added. The contents were stirred for about 1 h... The reactants are CC(C)Br, CN(C)C=O, CC(C)N1CCN(C(=O)c2cc(Cl)c3[nH]c(C(=O)N4CCC(F)(F)CC4)cc3c2)CC1, [H-], [Na+]. Yields the product CC(C)N1CCN(C(=O)c2cc(Cl)c3c(c2)cc(C(=O)N2CCC(F)(F)CC2)n3C(C)C)CC1. Reaction SMILES: [Br:34][CH:35]([CH3:36])[CH3:37].[CH3:38][N:39]([CH3:40])[CH:41]=[O:42].[Cl:1][c:2]1[cH:3][c:4]([C:21](=[O:22])[N:23]2[CH2:24][CH2:25][N:26]([CH:29]([CH3:30])[CH3:31])[CH2:27][CH2:28]2)[cH:5][c:6]2[cH:7][c:8]([C:11](=[O:12])[N:13]3[CH2:14][CH2:15][C:16]([F:19])([F:20])[CH2:17][CH2:18]3)[nH:9][c:10]12.[H-:32].[Na+:33]>>[Cl:1][c:2]1[cH:3][c:4]([C:21](=[O:22])[N:23]2[CH2:24][CH2:25][N:26]([CH:29]([CH3:30])[CH3:31])[CH2:27][CH2:28]2)[cH:5][c:6]2[cH:7][c:8]([C:11](=[O:12])[N:13]3[CH2:14][CH2:15][C:16]([F:19])([F:20])[CH2:17][CH2:18]3)[n:9]([CH:35]([CH3:36])[CH3:37])[c:10]12. The reactants are COC=1C=C2CC(NC2=CC1)=O (5-methoxyindolin-2-one), N1C(=CC=C1)C=O (2-pyrrolecarboxaldehyde), N1CCCCC1 (piperidine). Run in C(C)O (ethanol). Run at temperature 85 celsius. The product is COC=1C=C2CC(NC2=CC1)=O (5-Methoxyindolin-2-one), COC=1C=C2C(C(NC2=CC1)=O)=CC=1NC=CC1 (5-methoxy-3-[(pyrrol-2-yl)methylene]indolin-2-one). As a reaction SMILES: [CH3:1][O:2][C:3]1[CH:4]=[C:5]2[C:9](=[CH:10][CH:11]=1)[NH:8][C:7](=[O:12])[CH2:6]2.[NH:13]1[CH:17]=[CH:16][CH:15]=[C:14]1[CH:18]=O.N1CCCCC1>C(O)C>[CH3:1][O:2][C:3]1[CH:4]=[C:5]2[C:9](=[CH:10][CH:11]=1)[NH:8][C:7](=[O:12])[CH2:6]2.[CH3:1][O:2][C:3]1[CH:4]=[C:5]2[C:9](=[CH:10][CH:11]=1)[NH:8][C:7](=[O:12])[C:6]2=[CH:18][C:14]1[NH:13][CH:17]=[CH:16][CH:15]=1. Procedure: 5-Methoxyindolin-2-one was prepared by the method of Crestini, C.; Saladino, R. Synth. Commun. (1994), Vol. 24, NO. 20, p. 2835. A solution of 5-methoxyindolin-2-one (0.41 g, 2.5 mmol) and 2-pyrrolecarboxaldehyde (0.25 g, 2.6 mmol) in ethanol (5 mL) was treated with piperidine (0.05 g, 0.65 mmol). The reaction mixture was then heated to 85° C. for 3 hours. The reaction was then cooled to ambient temperature and the reaction mixture was chromatographed on SiO2 (12 g) using 3:1 hexane/ethyl acetat... The reactants are Cl.CC1=CC=C(S1)C(C(=O)O)NC1=CC=CC=C1 ((5-methyl-thiophen-2-yl)-phenylamino-acetic acid hydrochloride), N12C[C@@H](C(CC1)CC2)O ((R)-quinuclidin-3-ol), N1(N=NC2=C1C=CC=C2)O (1H-benzo[d][1,2,3]triazol-1-ol), C1CCC(CC1)N=C=NC2CCCCC2 (DCC), N12C[C@@H](C(CC1)CC2)O ((R)-quinuclidin-3-ol), C1CCC(CC1)N=C=NC2CCCCC2 (DCC). The solvent is C1CCOC1 (THF). Reaction conditions: time 15 hour. The product is N12C[C@@H](C(CC1)CC2)OC(C(NC2=CC=CC=C2)C=2SC(=CC2)C)=O ((5-methyl-thiophen-2-yl)-phenylamino-acetic acid (R)-(1-aza-bicyclo[2.2.2]oct-3-yl)ester). Isolated yield 63.8%. Reaction SMILES: Cl.[CH3:2][C:3]1[S:7][C:6]([CH:8]([NH:12][C:13]2[CH:18]=[CH:17][CH:16]=[CH:15][CH:14]=2)[C:9]([OH:11])=[O:10])=[CH:5][CH:4]=1.[N:19]12[CH2:26][CH2:25][CH:22]([CH2:23][CH2:24]1)[C@@H:21](O)[CH2:20]2.N1(O)C2C=CC=CC=2N=N1.C1CCC(N=C=NC2CCCCC2)CC1>C1COCC1>[N:19]12[CH2:26][CH2:25][CH:22]([CH2:23][CH2:24]1)[C@@H:21]([O:10][C:9](=[O:11])[CH:8]([C:6]1[S:7][C:3]([CH3:2])=[CH:4][CH:5]=1)[NH:12][C:13]1[CH:18]=[CH:17][CH:16]=[CH:15][CH:14]=1)[CH2:20]2 |f:0.1|. Reported procedure: To a solution of (5-methyl-thiophen-2-yl)-phenylamino-acetic acid hydrochloride (I268) (220 mg, 0.77 mmol), (R)-quinuclidin-3-ol (338 mg, 2.66 mmol) and 1H-benzo[d][1,2,3]triazol-1-ol (180 mg, 1.33 mmol) in dry THF (15 mL), is added PS-DCC (1.0 g, 1.330 mmol) and the mixture is shaken at RT for 15 hours. Then (R)-quinuclidin-3-ol (49.3 mg, 0.39 mmol) and PS-DCC (291 mg, 0.39 mmol) are added again and the reaction is shaken at RT for other 3 hours. The resin is filtered off and washed several tim... Starting materials: BrC1=CC=2C(=C(N=NC2)N2CCOCC2)N=C1 (3-bromo-8-morpholinopyrido[2,3-d]pyridazine), C1(CC1)NC(C1=CC(=C(C=C1)C)B1OC(C(O1)(C)C)(C)C)=O (N-cyclopropyl-4-methyl-3-(4,4,5,5-tetramethyl-1,3,2-dioxaborolan-2-yl)benzamide), C([O-])([O-])=O.[Na+].[Na+] (sodium carbonate), O (H2O). Reagents/catalysts: Cl[Pd]([P](C1=CC=CC=C1)(C2=CC=CC=C2)C3=CC=CC=C3)([P](C4=CC=CC=C4)(C5=CC=CC=C5)C6=CC=CC=C6)Cl (trans-dichlorobis(triphenyl-phosphine)palladium (II)). Run in COCCOC (DME), CCO (EtOH). The product is C1(CC1)NC(C1=CC(=C(C=C1)C)C1=CC=2C(=C(N=NC2)N2CCOCC2)N=C1)=O (N-cyclopropyl-4-methyl-3-(8-morpholin-4-ylpyrido[2,3-d]pyridazin-3-yl)benzamide). As a reaction SMILES: Br[C:2]1[CH:17]=[N:16][C:5]2=[C:6]([N:10]3[CH2:15][CH2:14][O:13][CH2:12][CH2:11]3)[N:7]=[N:8][CH:9]=[C:4]2[CH:3]=1.[CH:18]1([NH:21][C:22](=[O:39])[C:23]2[CH:28]=[CH:27][C:26]([CH3:29])=[C:25](B3OC(C)(C)C(C)(C)O3)[CH:24]=2)[CH2:20][CH2:19]1.C(=O)([O-])[O-].[Na+].[Na+].O>COCCOC.Cl[Pd](Cl)([P](C1C=CC=CC=1)(C1C=CC=CC=1)C1C=CC=CC=1)[P](C1C=CC=CC=1)(C1C=CC=CC=1)C1C=CC=CC=1.CCO>[CH:18]1([NH:21][C:22](=[O:39])[C:23]2[CH:28]=[CH:27][C:26]([CH3:29])=[C:25]([C:2]3[CH:17]=[N:16][C:5]4=[C:6]([N:10]5[CH2:15][CH2:14][O:13][CH2:12][CH2:11]5)[N:7]=[N:8][CH:9]=[C:4]4[CH:3]=3)[CH:24]=2)[CH2:19][CH2:20]1 |f:2.3.4,^1:55,74|. Procedure: This title compound by heating a mixture of 3-bromo-8-morpholinopyrido[2,3-d]pyridazine (0.033 g, 0.11 mmol), N-cyclopropyl-4-methyl-3-(4,4,5,5-tetramethyl-1,3,2-dioxaborolan-2-yl)benzamide (0.048 g, 0.16 mmol), sodium carbonate (0.049 g, 0.46 mmol) and trans-dichlorobis(triphenyl-phosphine)palladium (II) (0.011 g, 0.016 mmol) in DME (2.1 mL)/H2O (0.9 mL)/EtOH (0.6 mL) at 80° C. The mixture was cooled to RT, evaporated onto silica gel and purified flash chromatography eluting with 2M NH3 in MeOH... The reactants are CO (Methanol), aqueous solution, [OH-].[K+] (potassium hydroxide), ClC1=NC=CC=C1OCC1=C(C=CC=C1)\C(\C#N)=N/OC ((E)-2-(2-chloro-3-pyridyloxymethyl)-a-methoxyiminophenylacetonitrile), O (water). Yields the product ClC1=NC=CC=C1OCC1=C(C=CC=C1)\C(\C(=O)O)=N/OC ((E)-2-(2-chloro-3-pyridyloxymethyl)-α-methoxyiminophenylacetic acid). Isolated yield 42.8%. Reaction SMILES: CO.[OH-:3].[K+].[Cl:5][C:6]1[C:11]([O:12][CH2:13][C:14]2[CH:19]=[CH:18][CH:17]=[CH:16][C:15]=2/[C:20](=[N:23]\[O:24][CH3:25])/[C:21]#N)=[CH:10][CH:9]=[CH:8][N:7]=1.[OH2:26]>>[Cl:5][C:6]1[C:11]([O:12][CH2:13][C:14]2[CH:19]=[CH:18][CH:17]=[CH:16][C:15]=2/[C:20](=[N:23]\[O:24][CH3:25])/[C:21]([OH:26])=[O:3])=[CH:10][CH:9]=[CH:8][N:7]=1 |f:1.2|. Procedure: Methanol (2 ml) and a 50% aqueous solution of potassium hydroxide (0.07 g, 0.66 mmol) were added to (E)-2-(2-chloro-3-pyridyloxymethyl)-a-methoxyiminophenylacetonitrile (0.11 g, 0.33 mmol). The mixture was stirred under reflux for 6 hours. After completion of the reaction, water (100 ml) was added, and the resulting 10 mixture was washed with methylene chloride (50 ml). Hydrochloric acid (1N, 1 ml) was added, and the mixture was extracted with methylene chloride (50 ml) twice. The methylene chlo...